Task: describe an organic reaction: reactants, conditions, products, and yield. Dataset: the Open Reaction Database (ORD), a public repository of structured organic reaction records Starting materials: ClC1=CC=C(C(=O)N(C)[C@@H]2CC[C@H](CC2)C2=CC=C(C=C2)CCl)C=C1 (trans-N-(4-chlorobenzoyl)-N-methyl-4-(4-chloromethylphenyl)cyclohexylamine), C([O-])([O-])=O.[K+].[K+] (potassium carbonate), C(C)(C)NCCO (2-isopropylaminoethanol). The solvent is CN(C=O)C (dimethylformamide). Product: ClC1=CC=C(C(=O)N(C)[C@@H]2CC[C@H](CC2)C2=C(C=C(C=C2)CCO)CNC(C)C)C=C1 (trans-N-(4-Chlorobenzoyl)-N-methyl-4-[4-(2-hydroxyethyl)-isopropylaminomethylphenyl]-cyclohexylamine). As a reaction SMILES: [Cl:1][C:2]1[CH:25]=[CH:24][C:5]([C:6]([N:8]([C@H:10]2[CH2:15][CH2:14][C@H:13]([C:16]3[CH:21]=[CH:20][C:19]([CH2:22]Cl)=[CH:18][CH:17]=3)[CH2:12][CH2:11]2)[CH3:9])=[O:7])=[CH:4][CH:3]=1.[C:26](=[O:29])([O-])[O-].[K+].[K+].[CH:32]([NH:35][CH2:36]CO)([CH3:34])[CH3:33]>CN(C)C=O>[Cl:1][C:2]1[CH:25]=[CH:24][C:5]([C:6]([N:8]([C@H:10]2[CH2:11][CH2:12][C@H:13]([C:16]3[CH:21]=[CH:20][C:19]([CH2:22][CH2:26][OH:29])=[CH:18][C:17]=3[CH2:36][NH:35][CH:32]([CH3:34])[CH3:33])[CH2:14][CH2:15]2)[CH3:9])=[O:7])=[CH:4][CH:3]=1 |f:1.2.3|. Procedure details: 380 mg (1 mMol) of trans-N-(4-chlorobenzoyl)-N-methyl-4-(4-chloromethylphenyl)cyclohexylamine are reacted with 280 mg (2 mMol) of potassium carbonate and 110 mg (1.07 mMol) of 2-isopropylaminoethanol in 3 ml of dimethylformamide as described in Example 1. 259 mg (58.5% of theory) of the title compound are obtained in the form of colourless crystals, melting point 98°-100° C. Starting materials: CC1(OC[C@@H](N1C(=O)OC(C)(C)C)\C=C\C1=CC(=NC2=CC=CC=C12)N1CC2=C(CCC1)C=CC=C2)C (tert-butyl (4S)-2,2-dimethyl-4-{(E)-2-[2-(1,3,4,5-tetrahydro-2H-2-benzazepin-2-yl)quinolin-4-yl]ethenyl}-1,3-oxazolidine-3-carboxylate). The reagents and catalysts are [OH-].[Pd+2].[OH-] (palladium hydroxide). The solvent is C(C)O (ethanol). Reaction conditions: time 4 hour. Product: CC1(OC[C@@H](N1C(=O)OC(C)(C)C)CCC1=CC(=NC2=CC=CC=C12)N1CC2=C(CCC1)C=CC=C2)C (tert-Butyl (4S)-2,2-dimethyl-4-{2-[2-(1,3,4,5-tetrahydro-2H-2-benzazepin-2-yl)quinolin-4-yl]ethyl}-1,3-oxazolidine-3-carboxylate). Yield: 89.2%. RXN SMILES: [CH3:1][C:2]1([CH3:37])[N:6]([C:7]([O:9][C:10]([CH3:13])([CH3:12])[CH3:11])=[O:8])[C@@H:5](/[CH:14]=[CH:15]/[C:16]2[C:25]3[C:20](=[CH:21][CH:22]=[CH:23][CH:24]=3)[N:19]=[C:18]([N:26]3[CH2:32][CH2:31][CH2:30][C:29]4[CH:33]=[CH:34][CH:35]=[CH:36][C:28]=4[CH2:27]3)[CH:17]=2)[CH2:4][O:3]1>[OH-].[Pd+2].[OH-].C(O)C>[CH3:1][C:2]1([CH3:37])[N:6]([C:7]([O:9][C:10]([CH3:11])([CH3:12])[CH3:13])=[O:8])[C@@H:5]([CH2:14][CH2:15][C:16]2[C:25]3[C:20](=[CH:21][CH:22]=[CH:23][CH:24]=3)[N:19]=[C:18]([N:26]3[CH2:32][CH2:31][CH2:30][C:29]4[CH:33]=[CH:34][CH:35]=[CH:36][C:28]=4[CH2:27]3)[CH:17]=2)[CH2:4][O:3]1 |f:1.2.3|. Reported procedure: The mixture of tert-butyl (4S)-2,2-dimethyl-4-{(E)-2-[2-(1,3,4,5-tetrahydro-2H-2-benzazepin-2-yl)quinolin-4-yl]ethenyl}-1,3-oxazolidine-3-carboxylate (380 mg, 0.76 mmol), palladium hydroxide (20% on carbon, 50 mg) and ethanol (15 mL) was stirred at room temperature for 4 hours under hydrogen. The solid was filtered by a pad of silica gel and the filtrate was concentrated in vacuo to give 340 mg of product as a white solid (yield was 89%). MS obsd. (ESI+) [(M+H)+] 502. Reactants: Brc1ccc2c(c1)OCO2, O=C1CCC2(CC1)OCCO2, C1CCOC1, [Mg]. Yields the product OC1(c2ccc3c(c2)OCO3)CCC2(CC1)OCCO2. Reaction SMILES: [Br:12][c:13]1[cH:14][c:15]2[c:16]([cH:20][cH:21]1)[O:17][CH2:18][O:19]2.[CH2:1]1[CH2:2][O:3][C:4]2([CH2:5][CH2:6][C:7](=[O:10])[CH2:8][CH2:9]2)[O:11]1.[CH2:23]1[O:24][CH2:25][CH2:26][CH2:27]1.[Mg:22]>>[CH2:1]1[CH2:2][O:3][C:4]2([CH2:5][CH2:6][C:7]([OH:10])([c:13]3[cH:14][c:15]4[c:16]([cH:20][cH:21]3)[O:17][CH2:18][O:19]4)[CH2:8][CH2:9]2)[O:11]1.